Dataset: the Open Reaction Database (ORD), a public repository of structured organic reaction records. Task: describe an organic reaction: reactants, conditions, products, and yield Starting materials: COC(CCC1=C(C=C(C=C1)OC1=CC(=CC(=C1)F)Br)C)=O (3-[4-(3-bromo-5-fluoro-phenoxy)-2-methyl-phenyl]-propionic acid methyl ester), C(C)C1=CC(=C(C=C1)O)C(C)(C1=CC=CC=C1)C (4-ethyl-2-(1-methyl-1-phenyl-ethyl)-phenol). Procedure details: The title compound is prepared by reacting the compound of 3-[4-(3-bromo-5-fluoro-phenoxy)-2-methyl-phenyl]-propionic acid methyl ester with 4-ethyl-2-(1-methyl-1-phenyl-ethyl)-phenol as in Example 18 to afford 0.027 g (10%). 1H NMR (400 MHz, CDCl3); MS (ES+) m/z mass calculated for C33H33O4F 512, found 513 (M+1, 100%). Product: C(C)C1=CC(=C(OC=2C=C(OC3=CC(=C(C=C3)CCC(=O)O)C)C=C(C2)F)C=C1)C(C)(C1=CC=CC=C1)C (3-(4-{3-[4-Ethyl-2-(1-methyl-1-phenyl-ethyl)-phenoxy]-5-fluoro-phenoxy}-2-methyl-phenyl)-propionic acid). Reaction SMILES: C[O:2][C:3](=[O:22])[CH2:4][CH2:5][C:6]1[CH:11]=[CH:10][C:9]([O:12][C:13]2[CH:18]=[C:17]([F:19])[CH:16]=[C:15](Br)[CH:14]=2)=[CH:8][C:7]=1[CH3:21].[CH2:23]([C:25]1[CH:30]=[CH:29][C:28]([OH:31])=[C:27]([C:32]([CH3:40])([C:34]2[CH:39]=[CH:38][CH:37]=[CH:36][CH:35]=2)[CH3:33])[CH:26]=1)[CH3:24]>>[CH2:23]([C:25]1[CH:30]=[CH:29][C:28]([O:31][C:15]2[CH:14]=[C:13]([CH:18]=[C:17]([F:19])[CH:16]=2)[O:12][C:9]2[CH:10]=[CH:11][C:6]([CH2:5][CH2:4][C:3]([OH:2])=[O:22])=[C:7]([CH3:21])[CH:8]=2)=[C:27]([C:32]([CH3:33])([C:34]2[CH:39]=[CH:38][CH:37]=[CH:36][CH:35]=2)[CH3:40])[CH:26]=1)[CH3:24]. The product is CC(C#N)(CCC(F)(F)C(F)(F)F)S(=O)CCC(F)(F)F. Starting materials: CC(=O)OO, CC(C#N)(CCC(F)(F)C(F)(F)F)SCCC(F)(F)F, CC(=O)O, ClC(Cl)Cl, O. RXN SMILES: [C:25]([O:26][OH:28])(=[O:27])[CH3:29].[CH3:1][C:2]([C:3]#[N:4])([CH2:5][CH2:6][C:7]([C:8]([F:9])([F:10])[F:11])([F:12])[F:13])[S:14][CH2:15][CH2:16][C:17]([F:18])([F:19])[F:20].[CH3:30][C:31](=[O:32])[OH:33].[CH:21]([Cl:22])([Cl:23])[Cl:24].[OH2:34]>>[CH3:1][C:2]([C:3]#[N:4])([CH2:5][CH2:6][C:7]([C:8]([F:9])([F:10])[F:11])([F:12])[F:13])[S:14]([CH2:15][CH2:16][C:17]([F:18])([F:19])[F:20])=[O:27].